describe an organic reaction: reactants, conditions, products, and yield From a dataset of the Open Reaction Database (ORD), a public repository of structured organic reaction records. Procedure details: The title compound was prepared in a manner analogous to Example 15 utilizing Intermediate 17 and 2-chloro-benzothiazole. MS (ESI) mass calcd. for C26H23N3OS, 425.56; m/z found, 426.2 [M+H]+. The product is C1(=C(C=CC=C1)C(=O)N1CC2C(C1)CN(C2)C=2SC1=C(N2)C=CC=C1)C1=CC=CC=C1 (2-[5-(Biphenyl-2-ylcarbonyl)hexahydropyrrolo[3,4-c]pyrrol-2(1H)-yl]-1,3-benzothiazole). Reactants: C1(=C(C=CC=C1)C(=O)N1CC2CNCC2C1)C1=CC=CC=C1 (Biphenyl-2-yl-(hexahydro-pyrrolo[3,4-c]pyrrol-2-yl)-methanone), ClC=1SC2=C(N1)C=CC=C2 (2-chloro-benzothiazole). As a reaction SMILES: [C:1]1([C:17]2[CH:22]=[CH:21][CH:20]=[CH:19][CH:18]=2)[CH:6]=[CH:5][CH:4]=[CH:3][C:2]=1[C:7]([N:9]1[CH2:16][CH:15]2[CH:11]([CH2:12][NH:13][CH2:14]2)[CH2:10]1)=[O:8].Cl[C:24]1[S:25][C:26]2[CH:32]=[CH:31][CH:30]=[CH:29][C:27]=2[N:28]=1>>[C:1]1([C:17]2[CH:22]=[CH:21][CH:20]=[CH:19][CH:18]=2)[CH:6]=[CH:5][CH:4]=[CH:3][C:2]=1[C:7]([N:9]1[CH2:10][CH:11]2[CH2:12][N:13]([C:24]3[S:25][C:26]4[CH:32]=[CH:31][CH:30]=[CH:29][C:27]=4[N:28]=3)[CH2:14][CH:15]2[CH2:16]1)=[O:8]. Reactants: CCOC(C)=O, Oc1c(F)c(F)c(F)c(F)c1F, O=C1CC(C(=O)O)CN1. Product: O=C1CC(C(=O)Oc2c(F)c(F)c(F)c(F)c2F)CN1. Reaction SMILES: [CH3:22][CH2:23][O:24][C:25](=[O:26])[CH3:27].[F:1][c:2]1[c:3]([F:12])[c:4]([F:11])[c:5]([F:10])[c:6]([F:9])[c:7]1[OH:8].[O:13]=[C:14]1[CH2:15][CH:16]([C:19](=[O:20])[OH:21])[CH2:17][NH:18]1>>[F:1][c:2]1[c:3]([F:12])[c:4]([F:11])[c:5]([F:10])[c:6]([F:9])[c:7]1[O:8][C:19]([CH:16]1[CH2:15][C:14](=[O:13])[NH:18][CH2:17]1)=[O:20]. The reactants are N(=[N+]=[N-])CC(=O)C1=CC=C(C=C1)OCC1=CC=CC=C1 (2-azido-1-(4-benzyloxy-phenyl)-ethanone), [H-].[H-].[H-].[H-].[Li+].[Al+3] (LiAlH4), O (water), [OH-].[Na+] (NaOH). Solvent: C1CCOC1 (THF), C1CCOC1 (THF). Reaction conditions: temperature 0 celsius, time 2 hour. Product: NCC(O)C1=CC=C(C=C1)OCC1=CC=CC=C1 (2-amino-1-(4-benzyloxy-phenyl)-ethanol). The yield is 95.8%. Reaction SMILES: [H-].[H-].[H-].[H-].[Li+].[Al+3].[N:7]([CH2:10][C:11]([C:13]1[CH:18]=[CH:17][C:16]([O:19][CH2:20][C:21]2[CH:26]=[CH:25][CH:24]=[CH:23][CH:22]=2)=[CH:15][CH:14]=1)=[O:12])=[N+]=[N-].O.[OH-].[Na+]>C1COCC1>[NH2:7][CH2:10][CH:11]([C:13]1[CH:18]=[CH:17][C:16]([O:19][CH2:20][C:21]2[CH:26]=[CH:25][CH:24]=[CH:23][CH:22]=2)=[CH:15][CH:14]=1)[OH:12] |f:0.1.2.3.4.5,8.9|. Procedure: To a suspension of LiAlH4 (8.18 g; 215.6 mmol) in THF (100 mL), was added dropwise a solution of 2-azido-1-(4-benzyloxy-phenyl)-ethanone (23.05 g; 86.2 mmol) in THF (200 mL), at 0° C. The mixture was stirred at 0° C. for 20 min. and subsequently 2 hours at RT. Thereafter, water (50 mL), and 2M aqueous NaOH-solution (150 mL) were added consecutively. The formed precipitate was removed by filtration over kieselguhr, and washed with MeOH. The filtrate was concentrated in vacuo and the remaining aqu... Reactants: OC1=CC=C(C=C1)C1C(CN(CC1)C(=O)OC(C)(C)C)OCC1=CC=C2CCC(N(C2=C1)CCCOC)=O (tert-butyl 4-(4-hydroxyphenyl)-3-[1-(3-methoxypropyl)-2-oxo-1,2,3,4-tetrahydroquinolin-7-ylmethoxy]piperidine-1-carboxylate), BrCCCCOC1=CC(=CC=C1)Cl (1-(4-bromobutoxy)-3-chlorobenzene). Product: ClC=1C=C(OCCCCOC2=CC=C(C=C2)C2C(CN(CC2)C(=O)OC(C)(C)C)OCC2=CC=C3CCC(N(C3=C2)CCCOC)=O)C=CC1 (tert-Butyl 4-{4-[4-(3-chlorophenoxy)butoxy]phenyl}-3-[1-(3-methoxypropyl)-2-oxo-1,2,3,4-tetrahydroquinolin-7-ylmethoxy]piperidine-1-carboxylate). Reaction SMILES: [OH:1][C:2]1[CH:7]=[CH:6][C:5]([CH:8]2[CH2:13][CH2:12][N:11]([C:14]([O:16][C:17]([CH3:20])([CH3:19])[CH3:18])=[O:15])[CH2:10][CH:9]2[O:21][CH2:22][C:23]2[CH:32]=[C:31]3[C:26]([CH2:27][CH2:28][C:29](=[O:38])[N:30]3[CH2:33][CH2:34][CH2:35][O:36][CH3:37])=[CH:25][CH:24]=2)=[CH:4][CH:3]=1.Br[CH2:40][CH2:41][CH2:42][CH2:43][O:44][C:45]1[CH:50]=[CH:49][CH:48]=[C:47]([Cl:51])[CH:46]=1>>[Cl:51][C:47]1[CH:46]=[C:45]([CH:50]=[CH:49][CH:48]=1)[O:44][CH2:43][CH2:42][CH2:41][CH2:40][O:1][C:2]1[CH:7]=[CH:6][C:5]([CH:8]2[CH2:13][CH2:12][N:11]([C:14]([O:16][C:17]([CH3:19])([CH3:20])[CH3:18])=[O:15])[CH2:10][CH:9]2[O:21][CH2:22][C:23]2[CH:32]=[C:31]3[C:26]([CH2:27][CH2:28][C:29](=[O:38])[N:30]3[CH2:33][CH2:34][CH2:35][O:36][CH3:37])=[CH:25][CH:24]=2)=[CH:4][CH:3]=1. Procedure: Analogously to Method I, 0.100 g of tert-butyl 4-(4-hydroxyphenyl)-3-[1-(3-methoxypropyl)-2-oxo-1,2,3,4-tetrahydroquinolin-7-ylmethoxy]piperidine-1-carboxylate (Example 44d) and 0.065 g of 1-(4-bromobutoxy)-3-chlorobenzene are used to prepare the title compound. Rf=0.29 (2:1 EtOAc-heptane); Rt=6.16.